From a dataset of the Open Reaction Database (ORD), a public repository of structured organic reaction records. describe an organic reaction: reactants, conditions, products, and yield Reactants: solution, N (NH3), C1(=CC=CC=C1)S(=O)(=O)C=1C(=NN2C1N=C(C=C2Cl)C)SC (3-benzenesulphonyl-7-chloro-5-methyl-2-methylsulphanyl-pyrazolo[1,5-a]pyrimidine). The solvent is CO (MeOH), CN(C)C=O (DMF). Run at time 2 hour. Product: C1(=CC=CC=C1)S(=O)(=O)C=1C(=NN2C1N=C(C=C2N)C)SC ((3-benzenesulphonyl-5-methyl-2-methylsulphanyl-pyrazolo[1,5-a]pyrimidin-7-yl)amine). Isolated yield 66.0%. Reaction SMILES: [NH3:1].[C:2]1([S:8]([C:11]2[C:12]([S:22][CH3:23])=[N:13][N:14]3[C:19](Cl)=[CH:18][C:17]([CH3:21])=[N:16][C:15]=23)(=[O:10])=[O:9])[CH:7]=[CH:6][CH:5]=[CH:4][CH:3]=1>CO.CN(C=O)C>[C:2]1([S:8]([C:11]2[C:12]([S:22][CH3:23])=[N:13][N:14]3[C:19]([NH2:1])=[CH:18][C:17]([CH3:21])=[N:16][C:15]=23)(=[O:10])=[O:9])[CH:7]=[CH:6][CH:5]=[CH:4][CH:3]=1. Reported procedure: 10 ml of a 50% solution of NH3 in MeOH were added to a solution of 0.40 g (1.13 mmol) of 3-benzenesulphonyl-7-chloro-5-methyl-2-methylsulphanyl-pyrazolo[1,5-a]pyrimidine in 10 ml of DMF and stirred at RT for 2 hrs. The reaction solution was evaporated in a high vacuum and the residue was partitioned between 2N NaOH and CH2Cl2. The aqueous phase was extracted three times with CH2Cl2, and the combined organic phases were dried (MgSO4), filtered and evaporated. Subsequent chromatography (SiO2, CH2C... The reactants are COc1cc(C(Nc2ccc(C#N)c(CNC(=O)OC(C)(C)C)c2)c2nn(-c3ncccn3)c(=O)[nH]2)cc2c1OCOC2, Cc1ccccc1, ClCCl, O=C(O)C(F)(F)F. Product: COc1cc(C(Nc2ccc3c(c2)CNC3=N)c2nn(-c3ncccn3)c(=O)[nH]2)cc2c1OCOC2. RXN SMILES: [C:1]([O:2][C:3](=[O:4])[NH:7][CH2:8][c:9]1[c:10]([C:41]#[N:42])[cH:11][cH:12][c:13]([NH:15][CH:16]([c:17]2[n:18][n:19](-[c:23]3[n:24][cH:25][cH:26][cH:27][n:28]3)[c:20](=[O:22])[nH:21]2)[c:29]2[cH:30][c:31]([O:39][CH3:40])[c:32]3[c:33]([cH:38]2)[CH2:34][O:35][CH2:36][O:37]3)[cH:14]1)([CH3:5])([CH3:6])[CH3:43].[CH3:54][c:55]1[cH:56][cH:57][cH:58][cH:59][cH:60]1.[Cl:44][CH2:45][Cl:46].[F:47][C:48]([F:49])([F:50])[C:51]([OH:52])=[O:53]>>[NH:7]1[CH2:8][c:9]2[c:10]([cH:11][cH:12][c:13]([NH:15][CH:16]([c:17]3[n:18][n:19](-[c:23]4[n:24][cH:25][cH:26][cH:27][n:28]4)[c:20](=[O:22])[nH:21]3)[c:29]3[cH:30][c:31]([O:39][CH3:40])[c:32]4[c:33]([cH:38]3)[CH2:34][O:35][CH2:36][O:37]4)[cH:14]2)[C:41]1=[NH:42]. Reactants: BrC(Br)(Br)Br (tetrabromomethane), C(CCCC)[C@@H]1CC[C@H](CC1)C1=CC=C(C=O)C=C1 (p-(trans-4-pentylcyclohexyl)benzaldehyde), solid, C1(=CC=CC=C1)P(C1=CC=CC=C1)C1=CC=CC=C1 (triphenylphosphine), CCCCCC (hexane). The solvent is C(Cl)Cl (methylene chloride), C(Cl)Cl (methylene chloride). Conditions: temperature 0 celsius, time 5 minute. Yields the product oil, BrC(=CC1=CC=C(C=C1)[C@@H]1CC[C@H](CC1)CCCCC)Br (β,β-dibromo-p-(trans-4-pentylcyclohexyl)styrene). The yield is 78.0%. Reaction SMILES: [Br:1][C:2]([Br:5])(Br)Br.C1(P(C2C=CC=CC=2)C2C=CC=CC=2)C=CC=CC=1.[CH2:25]([C@H:30]1[CH2:35][CH2:34][C@H:33]([C:36]2[CH:43]=[CH:42][C:39]([CH:40]=O)=[CH:38][CH:37]=2)[CH2:32][CH2:31]1)[CH2:26][CH2:27][CH2:28][CH3:29].CCCCCC>C(Cl)Cl>[Br:1][C:2]([Br:5])=[CH:40][C:39]1[CH:42]=[CH:43][C:36]([C@H:33]2[CH2:34][CH2:35][C@H:30]([CH2:25][CH2:26][CH2:27][CH2:28][CH3:29])[CH2:31][CH2:32]2)=[CH:37][CH:38]=1. Reported procedure: A solution of 16.6 g of tetrabromomethane in 230 ml of methylene chloride was placed at 0° C. in a sulphonation flask under an argon atmosphere and treated portionwise within 10 minutes with 26.2 g of solid triphenylphosphine; there thereby resulted a clear, deep orange solution. After completion of the addition, the mixture was stirred at 0° C. for a further 5 minutes and then a solution of 6.46 g of p-(trans-4-pentylcyclohexyl)benzaldehyde in 20 ml of methylene chloride was added dropwise with... The reactants are C(C)SC1=NC(=CC(=N1)NN)C1=CC=CC=C1 (2-ethylthio-4-hydrazino-6-phenylpyrimidine), C(C)(OCC)(OCC)OCC (triethyl orthoacetate). The product is C(C)SC1=NC(=CC=2N1C(=NN2)C)C2=CC=CC=C2 (5-ethylthio-3-methyl-7-phenyl-1,2,4-triazolo[4,3-c]pyrimidine). As a reaction SMILES: [CH2:1]([S:3][C:4]1[N:9]=[C:8]([NH:10][NH2:11])[CH:7]=[C:6]([C:12]2[CH:17]=[CH:16][CH:15]=[CH:14][CH:13]=2)[N:5]=1)[CH3:2].[C:18](OCC)(OCC)(OCC)[CH3:19]>>[CH2:1]([S:3][C:4]1[N:9]2[C:18]([CH3:19])=[N:11][N:10]=[C:8]2[CH:7]=[C:6]([C:12]2[CH:17]=[CH:16][CH:15]=[CH:14][CH:13]=2)[N:5]=1)[CH3:2]. Reported procedure: Using the method of Example 19, 2-ethylthio-4-hydrazino-6-phenylpyrimidine was reacted with triethyl orthoacetate to provide 5-ethylthio-3-methyl-7-phenyl-1,2,4-triazolo[4,3-c]pyrimidine which was recrystallized from a 50/50 mixture of ethyl acetate/cyclohexanes to provide white crystals of 5-ethylthio-3-methyl-7-phenyl-1,2,4-triazolo[4,3-c]pyrimidine, m.p. 219.5°-220° C. Analysis: Calculated for C14H14N4S: %C, 62.2; %H, 5.2; %N, 20.7; Found: %C, 62.2; %H, 5.1; %N, 21.1. Starting materials: [N+](=O)([O-])C1=CC=CC=2C3=C(NC12)CCN(C3)C(=O)OC(C)(C)C (tert-butyl 6-nitro-1,3,4,5-tetrahydro-2H-pyrido[4,3-b]indole-2-carboxylate). Product: NC1=CC=CC=2C3=C(NC12)CCN(C3)C(=O)OC(C)(C)C (tert-butyl 6-amino-1,3,4,5-tetrahydro-2H-pyrido[4,3-b]indole-2-carboxylate). The reagents and catalysts are [Pd] (Pd/C). The solvent is C(C)O (ethanol). Reported procedure: To a solution of tert-butyl 6-nitro-1,3,4,5-tetrahydro-2H-pyrido[4,3-b]indole-2-carboxylate (15.6 g, 49.15 mmol) in ethanol (250 mL) was added a spatula tip of 10% Pd/C. The reaction mixture was shaken under a hydrogen atmosphere (15 psi, Parr apparatus) for 2 h. Upon removal from the Parr apparatus, the reaction mixture was filtered through Celite. The Celite was washed with ethanol and the combined filtrates were concentrated in vacuo to give tert-butyl 6-amino-1,3,4,5-tetrahydro-2H-pyrido[4,3... As a reaction SMILES: [N+:1]([C:4]1[C:12]2[NH:11][C:10]3[CH2:13][CH2:14][N:15]([C:17]([O:19][C:20]([CH3:23])([CH3:22])[CH3:21])=[O:18])[CH2:16][C:9]=3[C:8]=2[CH:7]=[CH:6][CH:5]=1)([O-])=O>C(O)C.[Pd]>[NH2:1][C:4]1[C:12]2[NH:11][C:10]3[CH2:13][CH2:14][N:15]([C:17]([O:19][C:20]([CH3:23])([CH3:22])[CH3:21])=[O:18])[CH2:16][C:9]=3[C:8]=2[CH:7]=[CH:6][CH:5]=1. Reaction conditions: time 2 hour. Starting materials: ClC=1C=C2CC(NC2=CC1)=O (5-Chloro-1,3-dihydro-indol-2-one), N1(CCCC1)CCNC(=O)C1=C(NC(=C1C)C=O)C (5-formyl-2,4-dimethyl-1H-pyrrole-3-carboxylic acid (2-pyrrolidin-1-yl-ethyl)-amide). The product is N1(CCCC1)CCNC(=O)C1=C(NC(=C1C)C=C1C(NC2=CC=C(C=C12)Cl)=O)C (5-(5-Chloro-2-oxo-1,2-dihydro-indol-3-ylidenemethyl)-2,4-dimethyl-1H-pyrrole-3-carboxylic acid (2-pyrrolidin-1-yl-ethyl)-amide). As a reaction SMILES: [Cl:1][C:2]1[CH:3]=[C:4]2[C:8](=[CH:9][CH:10]=1)[NH:7][C:6](=[O:11])[CH2:5]2.[N:12]1([CH2:17][CH2:18][NH:19][C:20]([C:22]2[C:26]([CH3:27])=[C:25]([CH:28]=O)[NH:24][C:23]=2[CH3:30])=[O:21])[CH2:16][CH2:15][CH2:14][CH2:13]1>>[N:12]1([CH2:17][CH2:18][NH:19][C:20]([C:22]2[C:26]([CH3:27])=[C:25]([CH:28]=[C:5]3[C:4]4[C:8](=[CH:9][CH:10]=[C:2]([Cl:1])[CH:3]=4)[NH:7][C:6]3=[O:11])[NH:24][C:23]=2[CH3:30])=[O:21])[CH2:16][CH2:15][CH2:14][CH2:13]1. Procedure: 5-Chloro-1,3-dihydro-indol-2-one was condensed with 5-formyl-2,4-dimethyl-1H-pyrrole-3-carboxylic acid (2-pyrrolidin-1-yl-ethyl)-amide to give the title compound. Reactants: O1CC12CN(CCC2)C(=O)OC (methyl 5-aza-1-oxaspiro[2,5]octane-5-carboxylate), CN (methylamine). Run at time 8 hour. The product is OC1(CN(CCC1)C(=O)OC)CNC (Methyl 3-hydroxy-3-methylaminomethylpiperidine-1-carboxylate). As a reaction SMILES: [O:1]1[C:3]2([CH2:8][CH2:7][CH2:6][N:5]([C:9]([O:11][CH3:12])=[O:10])[CH2:4]2)[CH2:2]1.[CH3:13][NH2:14]>>[OH:1][C:3]1([CH2:2][NH:14][CH3:13])[CH2:8][CH2:7][CH2:6][N:5]([C:9]([O:11][CH3:12])=[O:10])[CH2:4]1. Procedure details: 9.3 g (54.3 mmol) of methyl 5-aza-1-oxaspiro[2,5]octane-5-carboxylate are added dropwise to 50 ml of methylamine solution (25% in water) and the mixture is stirred overnight at room temperature. It is then concentrated and the residue is distilled.